This data is from the Open Reaction Database (ORD), a public repository of structured organic reaction records. The task is: describe an organic reaction: reactants, conditions, products, and yield Reactants: BrCCC1=CC=CC2=CC=CC=C12 (1-(2-bromoethyl)naphthalene), S(O)(O)(=O)=O (sulfuric acid). Conditions: temperature 0 celsius, time 24 hour. Yields the product BrCCC1=CC=C(C2=CC=CC=C12)S(=O)(=O)O (4-(2-bromoethyl)naphthalenesulfonic acid). Reaction SMILES: [Br:1][CH2:2][CH2:3][C:4]1[C:13]2[C:8](=[CH:9][CH:10]=[CH:11][CH:12]=2)[CH:7]=[CH:6][CH:5]=1.[S:14](=O)(=[O:17])([OH:16])[OH:15]>>[Br:1][CH2:2][CH2:3][C:4]1[C:13]2[C:8](=[CH:9][CH:10]=[CH:11][CH:12]=2)[C:7]([S:14]([OH:17])(=[O:16])=[O:15])=[CH:6][CH:5]=1. Procedure details: 1-(2-bromoethyl)naphthalene (120 g) was stirred in an ice bath while fuming sulfuric acid (50 g) was slowly added dropwise. After the dropwise addition, the mixture was stirred at 0° C. for 24 hours, whereby 4-(2-bromoethyl)naphthalenesulfonic acid was obtained. Reactants: NCC(=O)C1=CC=C(C=C1)F (2-amino-1-(4-fluoro-phenyl)-ethanone), [BH4-].[Na+] (NaBH4). The solvent is CO (MeOH). Reaction conditions: time 45 minute. Yields the product NCC(O)C1=CC=C(C=C1)F (2-amino-1-(4-fluoro-phenyl)-ethanol). Yield: 99.5%. As a reaction SMILES: [NH2:1][CH2:2][C:3]([C:5]1[CH:10]=[CH:9][C:8]([F:11])=[CH:7][CH:6]=1)=[O:4].[BH4-].[Na+]>CO>[NH2:1][CH2:2][CH:3]([C:5]1[CH:10]=[CH:9][C:8]([F:11])=[CH:7][CH:6]=1)[OH:4] |f:1.2|. Procedure: To a solution consisting of 2-amino-1-(4-fluoro-phenyl)-ethanone (150 mg, 0.9 mmol) and MeOH (5 mL) was added NaBH4 (97 mg, 2.6 mmol). The mixture was stirred at rt for 45 min and then concentrated to dryness. The residue was diluted with EtOAc and washed with a satd. NH4Cl solution before drying (Na2SO4), and concentrating to give 2-amino-1-(4-fluoro-phenyl)-ethanol (139 mg, 100%) which was used without further purification. Starting materials: C1(=CC=CC=C1)C (toluene), [I-].[K+] (Potassium iodide), [Cu]C#N (Copper (I) cyanide), FC1=CC=C(C=C1)C1OCC2=CC(=CC=C12)Br (1-(4-fluorophenyl)-1,3-dihydro-5-bromoisobenzofuran), N1=CC=CC=C1 (pyridine). Run in N (ammonia). Conditions: temperature 100 celsius, time 2 hour. Yields the product CN(CCCC1(OCC2=CC(=CC=C12)C#N)C1=CC=C(C=C1)F)C (1-[3-(dimethylamino) propyl]-1-(4-fluorophenyl)-1,3-dihydro-5-isobenzofuran carbonitrile). RXN SMILES: [I-].[K+].[Cu][C:4]#[N:5].[F:6][C:7]1[CH:12]=[CH:11][C:10]([CH:13]2[C:21]3[C:16](=[CH:17][C:18](Br)=[CH:19][CH:20]=3)[CH2:15][O:14]2)=[CH:9][CH:8]=1.[C:23]1([CH3:29])C=CC=C[CH:24]=1.[N:30]1[CH:35]=CC=C[CH:31]=1>N>[CH3:31][N:30]([CH3:35])[CH2:24][CH2:23][CH2:29][C:13]1([C:10]2[CH:11]=[CH:12][C:7]([F:6])=[CH:8][CH:9]=2)[C:21]2[C:16](=[CH:17][C:18]([C:4]#[N:5])=[CH:19][CH:20]=2)[CH2:15][O:14]1 |f:0.1|. Reported procedure: Potassium iodide (10 g), Copper (I) cyanide (48.5 g) were added to a solution of the [1-(3-dimethylamino)propyl)]-1-(4-fluorophenyl)-1,3-dihydro-5-bromoisobenzofuran (10 g) in pyridine (10 ml). The reaction mixture was heated to 135–145° C. and maintained for 28 hours. The reaction mixture was cooled to 100° C. and poured in ammonia solution containing toluene stirred for 2 hours to get a clear separation of layers. Then the organic layer after acid base treatment was separated and washed with w... Reactants: CC(C)(C)OC(=O)CC1CCn2c1cc1cc(OCc3ccc(C4CCCCC4)c(C#N)c3)ccc12, NC(CS)C(=O)O, O, O=C(O)C(F)(F)F. The product is N#Cc1cc(COc2ccc3c(c2)cc2n3CCC2CC(=O)O)ccc1C1CCCCC1. As a reaction SMILES: [C:1](#[N:2])[c:3]1[cH:4][c:5]([CH2:6][O:7][c:8]2[cH:9][c:10]3[cH:11][c:12]4[n:13]([c:14]3[cH:15][cH:16]2)[CH2:17][CH2:18][CH:19]4[CH2:20][C:21](=[O:22])[O:23][C:24]([CH3:25])([CH3:26])[CH3:27])[cH:28][cH:29][c:30]1[CH:31]1[CH2:32][CH2:33][CH2:34][CH2:35][CH2:36]1.[NH2:37][CH:38]([C:39]([OH:40])=[O:41])[CH2:42][SH:43].[OH2:44].[OH:45][C:46]([C:47]([F:48])([F:49])[F:50])=[O:51]>>[C:1](#[N:2])[c:3]1[cH:4][c:5]([CH2:6][O:7][c:8]2[cH:9][c:10]3[cH:11][c:12]4[n:13]([c:14]3[cH:15][cH:16]2)[CH2:17][CH2:18][CH:19]4[CH2:20][C:21](=[O:22])[OH:23])[cH:28][cH:29][c:30]1[CH:31]1[CH2:32][CH2:33][CH2:34][CH2:35][CH2:36]1. Reactants: C(C1=CC=CC=C1)(C1=CC=CC=C1)(C1=CC=CC=C1)N[C@H](C=O)CC ((S)-2-(trityl-amino)-butyraldehyde), C(C)[Mg]Br (ethylmagnesium bromide), O (H2O). The solvent is CCOCC (ether). Conditions: temperature -78 celsius, time 2 hour. Yields the product C(C1=CC=CC=C1)(C1=CC=CC=C1)(C1=CC=CC=C1)N[C@H](C(CC)O)CC ((3RS,4S)-4-(Trityl-amino)-hexan-3-ol). RXN SMILES: [C:1]([NH:20][C@@H:21]([CH2:24][CH3:25])[CH:22]=[O:23])([C:14]1[CH:19]=[CH:18][CH:17]=[CH:16][CH:15]=1)([C:8]1[CH:13]=[CH:12][CH:11]=[CH:10][CH:9]=1)[C:2]1[CH:7]=[CH:6][CH:5]=[CH:4][CH:3]=1.[CH2:26]([Mg]Br)[CH3:27].O>CCOCC>[C:1]([NH:20][C@@H:21]([CH2:24][CH3:25])[CH:22]([OH:23])[CH2:26][CH3:27])([C:8]1[CH:13]=[CH:12][CH:11]=[CH:10][CH:9]=1)([C:14]1[CH:15]=[CH:16][CH:17]=[CH:18][CH:19]=1)[C:2]1[CH:7]=[CH:6][CH:5]=[CH:4][CH:3]=1. Reported procedure: To a stirred solution of (S)-2-(trityl-amino)-butyraldehyde (1.5 g, 1 eq, 4.53 mmol) in ether (150 mL) under an argon atmosphere at −78° C., was added ethylmagnesium bromide (3 M in ether, 1.51 mL, 1 eq, 4.53 mmol) dropwise. The solution was stirred at −78° C. for 2 h, then allowed to warm to room temperature over 16 h. The mixture was re-cooled to 0° C., H2O (150 mL) added, and the organic phase separated. The aqueous phase was extracted with more ether (2×50 mL), and the combined organic phase... Reactants: solid, BrC1=CC(=CC=2C=C3N(C12)CCCNC3=O)C#N (7-bromo-1-oxo-2,3,4,5-tetrahydro-[1,4]diazepino[1,2-a]indole-9-carbonitrile), BrC1=CC(=CC=2C=C3N(C12)CCCNC3=O)C#N (7-bromo-1-oxo-2,3,4,5-tetrahydro-[1,4]diazepino[1,2-a]indole-9-carbonitrile), [N+](=O)([O-])C1=CC=C(C=C1)B(O)O (4-nitro-phenylboronic acid). Product: [N+](=O)([O-])C1=CC=C(C=C1)C1=CC(=CC=2C=C3N(C12)CCCNC3=O)C#N (7-(4-Nitrophenyl)-1-oxo-2,3,4,5-tetrahydro-[1,4]diazepino[1,2-a]indole-9-carbonitrile). RXN SMILES: Br[C:2]1[C:10]2[N:9]3[CH2:11][CH2:12][CH2:13][NH:14][C:15](=[O:16])[C:8]3=[CH:7][C:6]=2[CH:5]=[C:4]([C:17]#[N:18])[CH:3]=1.[N+:19]([C:22]1[CH:27]=[CH:26][C:25](B(O)O)=[CH:24][CH:23]=1)([O-:21])=[O:20]>>[N+:19]([C:22]1[CH:27]=[CH:26][C:25]([C:2]2[C:10]3[N:9]4[CH2:11][CH2:12][CH2:13][NH:14][C:15](=[O:16])[C:8]4=[CH:7][C:6]=3[CH:5]=[C:4]([C:17]#[N:18])[CH:3]=2)=[CH:24][CH:23]=1)([O-:21])=[O:20]. Reported procedure: The title compound, yellow solid (69 mg, 80%), MS (ISP) m/z=347.5 [(M+H)+], mp 193.5° C., was prepared in accordance with the general method of example 1 from 7-bromo-1-oxo-2,3,4,5-tetrahydro-[1,4]diazepino[1,2-a]indole-9-carbonitrile (intermediate 20) (76.0 mg, 0.25 mmol) and commercially available 4-nitro-phenylboronic acid (54.3 mg, 0.325 mmol). The reactants are ice water, BrC(C(=O)OC)C1=CC=C(C=C1)OCCCOC1=CC=C(C=C1)Cl (methyl bromo{p-[3-(p-chlorophenoxy)propoxy]phenyl}acetate), [I-].[K+] (potassium iodide), C(C)(C)(C)C1=CC(=C(C=C1)O)Cl (4-tert.-butyl-2-chlorophenol), [H-].[Na+] (sodium hydride). The solvent is C(C)(=O)O (acetic acid), O1CCCC1 (tetrahydrofuran), ClCCl (dichloromethane), ClCCl (dichloromethane), O1CCCC1 (tetrahydrofuran). Run at time 1 hour. The product is COC(C(C1=CC=C(C=C1)OCCCOC1=CC=C(C=C1)Cl)OC1=C(C=C(C=C1)C(C)(C)C)Cl)=O (Methyl(2-chloro-4-tert.-butylphenoxy){p-[3-(p-chlorophenoxy)propoxy]phenyl}acetate). Yield: 96.6%. Reaction SMILES: [C:1]([C:5]1[CH:10]=[CH:9][C:8]([OH:11])=[C:7]([Cl:12])[CH:6]=1)([CH3:4])([CH3:3])[CH3:2].[H-].[Na+].[I-].[K+].Br[CH:18]([C:23]1[CH:28]=[CH:27][C:26]([O:29][CH2:30][CH2:31][CH2:32][O:33][C:34]2[CH:39]=[CH:38][C:37]([Cl:40])=[CH:36][CH:35]=2)=[CH:25][CH:24]=1)[C:19]([O:21][CH3:22])=[O:20]>O1CCCC1.ClCCl.C(O)(=O)C>[CH3:22][O:21][C:19](=[O:20])[CH:18]([O:11][C:8]1[CH:9]=[CH:10][C:5]([C:1]([CH3:4])([CH3:2])[CH3:3])=[CH:6][C:7]=1[Cl:12])[C:23]1[CH:24]=[CH:25][C:26]([O:29][CH2:30][CH2:31][CH2:32][O:33][C:34]2[CH:35]=[CH:36][C:37]([Cl:40])=[CH:38][CH:39]=2)=[CH:27][CH:28]=1 |f:1.2,3.4|. Reported procedure: A mixture of 4.25 g of 4-tert.-butyl-2-chlorophenol, 30 ml of tetrahydrofuran and 0.88 g of sodium hydride (60% dispersion in oil) is stirred at room temperature for 1 hour. To the mixture is added 3.48 g of potassium iodide and then a solution of 8.28 g of methyl bromo{p-[3-(p-chlorophenoxy)propoxy]phenyl}acetate in 30 ml of tetrahydrofuran is added dropwise. After stirring and heating in an oil bath at 60° C. for 18 hours, the mixture is poured into ice-water containing 3 ml of acetic acid. Th...